This data is from the Open Reaction Database (ORD), a public repository of structured organic reaction records. The task is: describe an organic reaction: reactants, conditions, products, and yield Starting materials: Cl (hydrochloric acid), C(C)C1=CC2=C(N(C(N(C2=O)CC(=O)C2=CC=C(C=C2)OC)=O)CC2=CC=C(C=C2)C2=C(C=CC=C2)C2=NOC(N2)=O)S1 (6-ethyl-3-[2-(4-methoxyphenyl)-2-oxoethyl]-1-{[2′-(5-oxo-4,5-dihydro-1,2,4-oxadiazol-3-yl)biphenyl-4-yl]methyl}thieno[2,3-d]pyrimidine-2,4(1H,3H)-dione), Cl.NOCC=C (3-(aminooxy)prop-1-ene hydrochloride), N1=CC=CC=C1 (pyridine). The solvent is O (water), C(Cl)(Cl)Cl (chloroform), C(C)O (ethanol). Conditions: temperature 100 celsius, time 16 hour. Yields the product C(C=C)ON=C(CN1C(N(C2=C(C1=O)C=C(S2)CC)CC2=CC=C(C=C2)C2=C(C=CC=C2)C2=NOC(N2)=O)=O)C2=CC=C(C=C2)OC (3-[2-[(allyloxy)imino]-2-(4-methoxyphenyl)ethyl]-6-ethyl-1-{[2′-(5-oxo-4,5-dihydro-1,2,4-oxadiazol-3-yl)biphenyl-4-yl]methyl}thieno[2,3-d]pyrimidine-2,4(1H,3H)-dione), mixture. Yield: 86.0%. Reaction SMILES: [CH2:1]([C:3]1[S:43][C:6]2[N:7]([CH2:24][C:25]3[CH:30]=[CH:29][C:28]([C:31]4[CH:36]=[CH:35][CH:34]=[CH:33][C:32]=4[C:37]4[NH:41][C:40](=[O:42])[O:39][N:38]=4)=[CH:27][CH:26]=3)[C:8](=[O:23])[N:9]([CH2:12][C:13]([C:15]3[CH:20]=[CH:19][C:18]([O:21][CH3:22])=[CH:17][CH:16]=3)=O)[C:10](=[O:11])[C:5]=2[CH:4]=1)[CH3:2].Cl.[NH2:45][O:46][CH2:47][CH:48]=[CH2:49].N1C=CC=CC=1.Cl>O.C(Cl)(Cl)Cl.C(O)C>[CH2:47]([O:46][N:45]=[C:13]([C:15]1[CH:16]=[CH:17][C:18]([O:21][CH3:22])=[CH:19][CH:20]=1)[CH2:12][N:9]1[C:10](=[O:11])[C:5]2[CH:4]=[C:3]([CH2:1][CH3:2])[S:43][C:6]=2[N:7]([CH2:24][C:25]2[CH:30]=[CH:29][C:28]([C:31]3[CH:36]=[CH:35][CH:34]=[CH:33][C:32]=3[C:37]3[NH:41][C:40](=[O:42])[O:39][N:38]=3)=[CH:27][CH:26]=2)[C:8]1=[O:23])[CH:48]=[CH2:49] |f:1.2|. Procedure: A mixture of 6-ethyl-3-[2-(4-methoxyphenyl)-2-oxoethyl]-1-{[2′-(5-oxo-4,5-dihydro-1,2,4-oxadiazol-3-yl)biphenyl-4-yl]methyl}thieno[2,3-d]pyrimidine-2,4(1H,3H)-dione (0.2 g), 3-(aminooxy)prop-1-ene hydrochloride (0.045 g), pyridine (10 mL) and ethanol (1010 mL) was stirred at 100° C. for 16 hr. To the reaction mixture were added chloroform and water, and the mixture was adjusted to pH 4 with 1N hydrochloric acid. The chloroform layer was washed with saturated brine, and dried over anhydrous magne... The reactants are CC(=O)Oc1c(C(C)(C)C)cc(C=O)cc1C(C)(C)C, CC(C)CNO, CO, Cl. Product: CC(=O)Oc1c(C(C)(C)C)cc(C=[N+]([O-])CC(C)C)cc1C(C)(C)C. RXN SMILES: [C:1]([CH3:2])(=[O:3])[O:4][c:5]1[c:6]([C:17]([CH3:18])([CH3:19])[CH3:20])[cH:7][c:8]([CH:9]=[O:10])[cH:11][c:12]1[C:13]([CH3:14])([CH3:15])[CH3:16].[CH2:21]([CH:22]([CH3:23])[CH3:24])[NH:25][OH:26].[CH3:28][OH:29].[ClH:27]>>[C:1]([CH3:2])(=[O:3])[O:4][c:5]1[c:6]([C:17]([CH3:18])([CH3:19])[CH3:20])[cH:7][c:8]([CH:9]=[N+:25]([CH2:21][CH:22]([CH3:23])[CH3:24])[O-:26])[cH:11][c:12]1[C:13]([CH3:14])([CH3:15])[CH3:16]. Reactants: CCC(CC)CC1CC(C(=O)O)C1, CNOC, CN(C)c1ccncc1, CCN(C(C)C)C(C)C, ClC(Cl)Cl, Cl, Cl. Product: CCC(CC)CC1CC(C(=O)N(C)OC)C1. Reaction SMILES: [CH2:1]([CH3:2])[CH:3]([CH2:4][CH:5]1[CH2:6][CH:7]([C:9](=[O:10])[OH:11])[CH2:8]1)[CH2:12][CH3:13].[CH3:15][NH:16][O:17][CH3:18].[CH3:29][N:30]([CH3:31])[c:32]1[cH:33][cH:34][n:35][cH:36][cH:37]1.[CH:19]([N:20]([CH2:21][CH3:22])[CH:23]([CH3:24])[CH3:25])([CH3:26])[CH3:27].[CH:38]([Cl:39])([Cl:40])[Cl:41].[ClH:14].[ClH:28]>>[CH2:1]([CH3:2])[CH:3]([CH2:4][CH:5]1[CH2:6][CH:7]([C:9](=[O:10])[N:16]([CH3:15])[O:17][CH3:18])[CH2:8]1)[CH2:12][CH3:13]. Reactants: CCCC(=O)c1cnc2c(OC)cccc2c1Cl, Cc1cc(O)cc(C)c1N, C1COCCO1. Yields the product CCCC(=O)c1cnc2c(OC)cccc2c1Nc1c(C)cc(O)cc1C. As a reaction SMILES: [C:11]([CH2:12][CH2:13][CH3:14])(=[O:15])[c:16]1[cH:17][n:18][c:19]2[c:20]([O:27][CH3:28])[cH:21][cH:22][cH:23][c:24]2[c:25]1[Cl:26].[CH3:1][c:2]1[cH:3][c:4]([OH:5])[cH:6][c:7]([CH3:8])[c:9]1[NH2:10].[O:29]1[CH2:30][CH2:31][O:32][CH2:33][CH2:34]1>>[CH3:1][c:2]1[cH:3][c:4]([OH:5])[cH:6][c:7]([CH3:8])[c:9]1[NH:10][c:25]1[c:16]([C:11]([CH2:12][CH2:13][CH3:14])=[O:15])[cH:17][n:18][c:19]2[c:20]([O:27][CH3:28])[cH:21][cH:22][cH:23][c:24]21. Reactants: OC1=CC=C(C(=O)O)C=C1 (p-hydroxybenzoic acid), C(CCCCCCCCC)(=O)Cl (decanoic acid chloride), N1=CC=CC=C1 (pyridine). The solvent is O (water). Conditions: time 1 day. Yields the product C(CCCCCCCCC)(=O)OC1=CC=C(C(=O)O)C=C1 (p-decanoyloxybenzoic acid). As a reaction SMILES: [OH:1][C:2]1[CH:10]=[CH:9][C:5]([C:6]([OH:8])=[O:7])=[CH:4][CH:3]=1.[C:11](Cl)(=[O:21])[CH2:12][CH2:13][CH2:14][CH2:15][CH2:16][CH2:17][CH2:18][CH2:19][CH3:20].N1C=CC=CC=1>O>[C:11]([O:1][C:2]1[CH:10]=[CH:9][C:5]([C:6]([OH:8])=[O:7])=[CH:4][CH:3]=1)(=[O:21])[CH2:12][CH2:13][CH2:14][CH2:15][CH2:16][CH2:17][CH2:18][CH2:19][CH3:20]. Procedure details: 10 Grams of p-hydroxybenzoic acid and 15 g of decanoic acid chloride were stirred at room temperature, and 7.2 g of pyridine was dropwise added. After the mixture was stirred for 1 day, a reaction product was poured into water, and an organic layer was extracted with dichloromethane. The organic layer was washed with 1N hydrochloric acid and dried over anhydrous sodium sulfate, the solvent was distilled off, and then residue was washed with n-hexane and then dried to give a crude end product.